From a dataset of the Open Reaction Database (ORD), a public repository of structured organic reaction records. describe an organic reaction: reactants, conditions, products, and yield Reactants: C(C)(C)N(C(C)C)CC (N,N-diisopropylethylamine), OC=1C(=CC=C2C=CC=NC12)C(=O)O (8-hydroxyquinoline-7-carboxylic acid), S(=O)(Cl)Cl (thionyl chloride), resultant mixture, Cl.CNOC (N,O-dimethylhydroxylamine hydrochloride). Run in C(Cl)Cl (methylene chloride). Reaction conditions: time 8 hour. The product is OC=1C(=CC=C2C=CC=NC12)C(=O)N(C)OC (8-hydroxy-N-methoxy-N-methylquinoline-7-carboxamide). Isolated yield 67.7%. As a reaction SMILES: [OH:1][C:2]1[C:3]([C:12]([OH:14])=O)=[CH:4][CH:5]=[C:6]2[C:11]=1[N:10]=[CH:9][CH:8]=[CH:7]2.S(Cl)(Cl)=O.Cl.[CH3:20][NH:21][O:22][CH3:23].C(N(CC)C(C)C)(C)C>C(Cl)Cl>[OH:1][C:2]1[C:3]([C:12]([N:21]([O:22][CH3:23])[CH3:20])=[O:14])=[CH:4][CH:5]=[C:6]2[C:11]=1[N:10]=[CH:9][CH:8]=[CH:7]2 |f:2.3|. Procedure: To a mixture of 8-hydroxyquinoline-7-carboxylic acid (5.0 g, 26 mmol, TCI America) in methylene chloride (50 mL) was added thionyl chloride (4.24 mL, 58.1 mmol). After stirred at room temperature overnight, the mixture was concentrated to dryness under reduced pressure. The residue was exposed to high vacuum then mixed with tetrahydrofuran (50 mL). To the resultant mixture was added N,O-dimethylhydroxylamine hydrochloride (3.09 g, 31.7 mmol) followed by N,N-diisopropylethylamine (13.8 mL, 79.3 m...